This data is from the Open Reaction Database (ORD), a public repository of structured organic reaction records. The task is: describe an organic reaction: reactants, conditions, products, and yield Run at time 9 hour. Reaction SMILES: [NH:1]([C:10]([O:12][C:13]([CH3:16])([CH3:15])[CH3:14])=[O:11])[C@H:2]([C:7]([OH:9])=[O:8])[CH2:3][CH:4]([CH3:6])[CH3:5].CN1C=CN=C1.CC(OC([NH:30][C@@H:31](C(O)=O)[CH2:32][S:33][C:34]([C:47]1[CH:52]=[CH:51][CH:50]=[CH:49][CH:48]=1)(C1C=CC=CC=1)C1C=CC=CC=1)=O)(C)C.C1C=CC2N(O)N=NC=2C=1.CC(C)N=C=NC(C)C.[C:75](Cl)(=[O:82])C1C=CC=CC=1.CCN(C(C)C)C(C)C>ClCCl.ClCCl.CN(C=O)C>[C:10]([N:1]([C:34]1([C:47]2[CH:48]=[CH:49][C:50]([O:82][CH3:75])=[CH:51][CH:52]=2)[NH:30][CH2:31][CH2:32][S:33]1)[C@H:2]([C:7]([OH:9])=[O:8])[CH2:3][CH:4]([CH3:6])[CH3:5])([O:12][C:13]([CH3:14])([CH3:16])[CH3:15])=[O:11] |f:8.9|. Reactants: N([C@@H](CC(C)C)C(=O)O)C(=O)OC(C)(C)C (Boc-Leu), CN1C=NC=C1 (N-methyl imidazole), C(C1=CC=CC=C1)(=O)Cl (Benzoyl chloride), CCN(C(C)C)C(C)C (DIEA), 1, CC(C)(C)OC(=O)N[C@H](CSC(C1=CC=CC=C1)(C2=CC=CC=C2)C3=CC=CC=C3)C(=O)O (Boc-Cys-(Trt)), C=1C=CC2=C(C1)N=NN2O (HOBt), CC(N=C=NC(C)C)C (DIC). Procedure details: The new linker based solid support 1 (1.0 g) having substitution 0.4 meq/g was placed in reaction vessel and allowed to swell in dichloromethane (DCM) under nitrogen stirring. After 30 min. the resin was filtered and washed with DCM. To this resin a solution of Boc-Leu (0.45 g, 2 mmol) dimethylaminopyridine (DMAP) or N-methyl imidazole (NMI) (0.4 mmol) in DCM:DMF (1:1) 20 ml and was added. The reaction mixture was stirred for 8-10 hrs. The resin was washed three times with DCM and dried. An aliq... Solvent: ClCCl.CN(C)C=O (DCM DMF), ClCCl.CN(C)C=O (DCM DMF), ClCCl.CN(C)C=O (DCM DMF), ClCCl (dichloromethane). Product: C(=O)(OC(C)(C)C)N([C@@H](CC(C)C)C(=O)O)C1(SCCN1)C1=CC=C(C=C1)OC (N-Boc-2-(4-methoxyphenyl)thiazolidinyl-leucine).